Dataset: the Open Reaction Database (ORD), a public repository of structured organic reaction records. Task: describe an organic reaction: reactants, conditions, products, and yield The reactants are COc1ccc2c(Cc3c(Cl)cncc3Cl)nnc(Cl)c2c1, [H-], [Na+], CN(C)C=O, c1nc[nH]n1. Yields the product COc1ccc2c(Cc3c(Cl)cncc3Cl)nnc(-n3cncn3)c2c1. Reaction SMILES: [Cl:8][c:9]1[n:10][n:11][c:12]([CH2:21][c:22]2[c:23]([Cl:29])[cH:24][n:25][cH:26][c:27]2[Cl:28])[c:13]2[cH:14][cH:15][c:16]([O:19][CH3:20])[cH:17][c:18]12.[H-:7].[Na+:6].[O:30]=[CH:31][N:32]([CH3:33])[CH3:34].[nH:1]1[n:2][cH:3][n:4][cH:5]1>>[n:1]1(-[c:9]2[n:10][n:11][c:12]([CH2:21][c:22]3[c:23]([Cl:29])[cH:24][n:25][cH:26][c:27]3[Cl:28])[c:13]3[cH:14][cH:15][c:16]([O:19][CH3:20])[cH:17][c:18]23)[n:2][cH:3][n:4][cH:5]1.